From a dataset of the Open Reaction Database (ORD), a public repository of structured organic reaction records. describe an organic reaction: reactants, conditions, products, and yield The reactants are OC1=NC=2C=CC=CC2C2=C1N=CN2C (4-hydroxy-1-methyl-1H-imidazo[4,5-c]quinoline), [H-].[Na+] (sodium hydride), C(CCC)I (n-butyl iodide). The solvent is CN(C=O)C (dimethylformamide). Reaction conditions: temperature 50 celsius, time 30 minute. Product: C(CCC)N1C(C2=C(C=3C=CC=CC13)N(C=N2)C)=O (5-n-Butyl-1-methyl-1H,5H-imidazo[4,5-c]quinolin-4-one). Yield: 65.3%. Reaction SMILES: [OH:1][C:2]1[C:11]2[N:12]=[CH:13][N:14]([CH3:15])[C:10]=2[C:9]2[CH:8]=[CH:7][CH:6]=[CH:5][C:4]=2[N:3]=1.[H-].[Na+].[CH2:18](I)[CH2:19][CH2:20][CH3:21]>CN(C)C=O>[CH2:18]([N:3]1[C:4]2[CH:5]=[CH:6][CH:7]=[CH:8][C:9]=2[C:10]2[N:14]([CH3:15])[CH:13]=[N:12][C:11]=2[C:2]1=[O:1])[CH2:19][CH2:20][CH3:21] |f:1.2|. Procedure: 3.0 g (0.015 mole) of 4-hydroxy-1-methyl-1H-imidazo[4,5-c]quinoline was suspended in 50 ml of dimethylformamide, and 0.80 g (0.020 mole) of 60% sodium hydride was added with ice cooling, followed by stirring at 50° C. for 30 minutes. Then, the mixture was again ice-cooled and 2.6 ml (0.023 mole) of n-butyl iodide was added dropwise, followed by stirring at 50° C. for 2 hours. The solvent was evaporated under reduced pressure, and water was added to the residues, followed by extraction with chlor...